Dataset: the Open Reaction Database (ORD), a public repository of structured organic reaction records. Task: describe an organic reaction: reactants, conditions, products, and yield Reactants: C(C1=CC=CC=C1)OC(=O)N1C(C2=CC=CC=C2CC1)C1=C(C=CC(=C1)C#N)OCC(=O)OCC ((±)-1-(5-cyano-2-ethoxycarbonylmethoxy-phenyl)-3,4-dihydro-1H-isoquinoline-2-carboxylic acid benzyl ester), hydrido(dimethylphosphinous acid-kP)[hydrogen bis(dimethylphosphinito-kP)]platinum(II), CCO (EtOH). Solvent: O (water). Conditions: temperature 70 celsius, time 1 hour. The product is C(C1=CC=CC=C1)OC(=O)N1C(C2=CC=CC=C2CC1)C1=C(C=CC(=C1)C(N)=O)OCC(=O)O ((±)-1-(5-Carbamoyl-2-carboxymethoxy-phenyl)-3,4-dihydro-1H-isoquinoline-2-carboxylic acid benzyl ester). RXN SMILES: [CH2:1]([O:8][C:9]([N:11]1[CH2:20][CH2:19][C:18]2[C:13](=[CH:14][CH:15]=[CH:16][CH:17]=2)[CH:12]1[C:21]1[CH:26]=[C:25]([C:27]#[N:28])[CH:24]=[CH:23][C:22]=1[O:29][CH2:30][C:31]([O:33]CC)=[O:32])=[O:10])[C:2]1[CH:7]=[CH:6][CH:5]=[CH:4][CH:3]=1.CC[OH:38]>O>[CH2:1]([O:8][C:9]([N:11]1[CH2:20][CH2:19][C:18]2[C:13](=[CH:14][CH:15]=[CH:16][CH:17]=2)[CH:12]1[C:21]1[CH:26]=[C:25]([C:27](=[O:38])[NH2:28])[CH:24]=[CH:23][C:22]=1[O:29][CH2:30][C:31]([OH:33])=[O:32])=[O:10])[C:2]1[CH:3]=[CH:4][CH:5]=[CH:6][CH:7]=1. Procedure: To a solution of (±)-1-(5-cyano-2-ethoxycarbonylmethoxy-phenyl)-3,4-dihydro-1H-isoquinoline-2-carboxylic acid benzyl ester (141 mg, 0.30 mmol, 1.0 eq.) in EtOH (0.5 mL) and water (0.12 mL), hydrido(dimethylphosphinous acid-kP)[hydrogen bis(dimethylphosphinito-kP)]platinum(II) (26 mg, 0.06 mmol, 0.2 eq.) was added in one portion at r.t. The reaction mixture was stirred at 70° C. for 1 hour, then allow to cool to r.t. The product solution was then filtered through a short column containing a layer... The reactants are O=C([O-])[O-], CN(C)C=O, Cl, [K+], [K+], CCOC(=O)C12CCC(N)(CC1)CC2, NC(=O)C1CC(F)CN1C(=O)COS(=O)(=O)c1ccccc1. The product is CCOC(=O)C12CCC(NCC(=O)N3CC(F)CC3C(N)=O)(CC1)CC2. Reaction SMILES: [C:16](=[O:17])([O-:18])[O-:19].[CH3:44][N:45]([CH3:46])[CH:47]=[O:48].[ClH:1].[K+:20].[K+:21].[NH2:2][C:3]12[CH2:4][CH2:5][C:6]([C:11](=[O:12])[O:13][CH2:14][CH3:15])([CH2:7][CH2:8]1)[CH2:9][CH2:10]2.[c:22]1([S:23]([O:24][CH2:32][C:33](=[O:34])[N:35]2[CH:36]([C:41](=[O:42])[NH2:43])[CH2:37][CH:38]([F:40])[CH2:39]2)(=[O:25])=[O:26])[cH:27][cH:28][cH:29][cH:30][cH:31]1>>[NH:2]([C:3]12[CH2:4][CH2:5][C:6]([C:11](=[O:12])[O:13][CH2:14][CH3:15])([CH2:7][CH2:8]1)[CH2:9][CH2:10]2)[CH2:32][C:33](=[O:34])[N:35]1[CH:36]([C:41](=[O:42])[NH2:43])[CH2:37][CH:38]([F:40])[CH2:39]1. The reactants are ClC1=CC(=C(NC2=C3N=CN(C3=NC=N2)[C@@H]2O[C@@H]([C@H]3[C@H]2OC(O3)(C)C)C(=O)NN)C=C1)F ((3aR,4S,6R,6aR)-6-[6-(4-chloro-2-fluoroanilino)-9H-purin-9-yl]-2,2-dimethyltetrahydrofuro[3,4-d][1,3]dioxole4-carbohydrazide), C(C)(C)N(CC)C(C)C (diisopropylethylamine), C(C)(=O)Cl (acetyl chloride). Solvent: CN(C)C=O (N,N′-dimethylformamide). Run at temperature 0 celsius, time 5 hour. The product is C(C)(=O)NNC(=O)[C@H]1O[C@H]([C@@H]2OC(O[C@H]21)(C)C)N2C1=NC=NC(=C1N=C2)NC2=C(C=C(C=C2)Cl)F ((3aR,4S,6R,6aR)-N′-acetyl-6-[6-(4-chloro-2-fluoroanilino)-9H-purin-9-yl]-2,2-dimethyltetrahydrofuro[3,4-d][1,3]dioxole4-carbohydrazide). Isolated yield 45.8%. RXN SMILES: [Cl:1][C:2]1[CH:31]=[CH:30][C:5]([NH:6][C:7]2[N:15]=[CH:14][N:13]=[C:12]3[C:8]=2[N:9]=[CH:10][N:11]3[C@H:16]2[C@@H:20]3[O:21][C:22]([CH3:25])([CH3:24])[O:23][C@H:19]3[C@@H:18]([C:26]([NH:28][NH2:29])=[O:27])[O:17]2)=[C:4]([F:32])[CH:3]=1.C(N(C(C)C)CC)(C)C.[C:42](Cl)(=[O:44])[CH3:43]>CN(C=O)C>[C:42]([NH:29][NH:28][C:26]([C@@H:18]1[C@H:19]2[C@@H:20]([O:21][C:22]([CH3:24])([CH3:25])[O:23]2)[C@H:16]([N:11]2[CH:10]=[N:9][C:8]3[C:12]2=[N:13][CH:14]=[N:15][C:7]=3[NH:6][C:5]2[CH:30]=[CH:31][C:2]([Cl:1])=[CH:3][C:4]=2[F:32])[O:17]1)=[O:27])(=[O:44])[CH3:43]. Procedure details: To a stirred solution of (3aR,4S,6R,6aR)-6-[6-(4-chloro-2-fluoroanilino)-9H-purin-9-yl]-2,2-dimethyltetrahydrofuro[3,4-d][1,3]dioxole4-carbohydrazide (50 mg) in N,N′-dimethylformamide (2 ml) at 0° C. was added diisopropylethylamine (28 μl) and acetyl chloride (9 mg). The reaction mixture was stirred at 0 ° C. for 5 h. The mixture was partitioned between ethyl acetate (20 ml) and water (20 ml). The organic layer was washed with brine (20 ml), dried (MgSO4) and the solvent removed in vacuo. The re... The reactants are C(C)OC(C(CCC1=CC=CC=C1)O)=O (2-hydroxy-4-phenylbutyric acid ethyl ester), Cl[O-].[Na+] (sodium hypochlorite), S(O)(O)(=O)=O (sulfuric acid). Run in C(Cl)Cl (methylene chloride). Yields the product C(C)OC(C(CCC1=CC=CC=C1)=O)=O (2-keto-4-phenylbutyric acid ethyl ester). The yield is 91.9%. As a reaction SMILES: [CH2:1]([O:3][C:4](=[O:15])[CH:5]([OH:14])[CH2:6][CH2:7][C:8]1[CH:13]=[CH:12][CH:11]=[CH:10][CH:9]=1)[CH3:2].Cl[O-].[Na+].S(=O)(=O)(O)O>C(Cl)Cl>[CH2:1]([O:3][C:4](=[O:15])[C:5](=[O:14])[CH2:6][CH2:7][C:8]1[CH:13]=[CH:12][CH:11]=[CH:10][CH:9]=1)[CH3:2] |f:1.2|. Procedure details: According to the same procedure as described in Example 2, using 20.8 g (100 mmol) of 2-hydroxy-4-phenylbutyric acid ethyl ester, methylene chloride (50 ml), 72.6 g (purity 12.3%, 120 mmol) of sodium hypochlorite, 43 mg (0.2 mmol) of 4-acetoxy-2,2,6,6-tetramethylpiperidinyl-1-oxy, and 10 ml (10 mmol) of 1N sulfuric acid, was obtained 18.95 g of 2-keto-4-phenylbutyric acid ethyl ester. The yield was 92%. The reactants are C1(=CC=CC=C1)OC(=O)Cl (Chloroformic acid phenyl ester), N1=CC=CC=C1 (pyridine), FC=1C=C2C(=CNC2=CC1)CCN (2-(5-fluoro-1H-indol-3-yl)-ethylamine). Run in C(Cl)Cl (DCM). Reaction conditions: time 24 hour. The product is C1(=CC=CC=C1)OC(NCCC1=CNC2=CC=C(C=C12)F)=O ([2-(5-Fluoro-1H-indol-3-yl)-ethyl]-carbamic acid phenyl ester). RXN SMILES: [C:1]1([O:7][C:8](Cl)=[O:9])[CH:6]=[CH:5][CH:4]=[CH:3][CH:2]=1.N1C=CC=CC=1.[F:17][C:18]1[CH:19]=[C:20]2[C:24](=[CH:25][CH:26]=1)[NH:23][CH:22]=[C:21]2[CH2:27][CH2:28][NH2:29]>C(Cl)Cl>[C:1]1([O:7][C:8](=[O:9])[NH:29][CH2:28][CH2:27][C:21]2[C:20]3[C:24](=[CH:25][CH:26]=[C:18]([F:17])[CH:19]=3)[NH:23][CH:22]=2)[CH:6]=[CH:5][CH:4]=[CH:3][CH:2]=1. Procedure: Chloroformic acid phenyl ester (310 μl, 2.45 mmole) and pyridine (415 μl, 5.13 mmole) were added to a solution of 2-(5-fluoro-1H-indol-3-yl)-ethylamine (0.5 g, 2.33 mmole) in abs. DCM (10 ml). Stirring was then performed for 24 h at RT. Working up was performed by extracting the batch with water (2×20 ml), with 1M HCl (2×20 ml) and with 1M NaOH (2×20 ml). The organic phase was dried with Na2SO4 and evaporated. [2-(5-Fluoro-1H-indol-3-yl)-ethyl]-carbamic acid phenyl ester was obtained as a colorl... RXN SMILES: [C:1]([O:2][C:3](=[O:7])[N:8]1[C:4]([CH3:5])([CH3:6])[O:10][CH2:11][CH:12]1[CH2:13][CH2:14][CH:15]([CH2:16][CH3:17])[c:18]1[cH:19][c:20]([F:25])[cH:21][c:22]([F:24])[cH:23]1)([CH3:9])([CH3:26])[CH3:27].[CH3:29][CH2:30][OH:31].[ClH:28]>>[NH2:8][CH:12]([CH2:11][OH:10])[CH2:13][CH2:14][CH:15]([CH2:16][CH3:17])[c:18]1[cH:19][c:20]([F:25])[cH:21][c:22]([F:24])[cH:23]1. The product is CCC(CCC(N)CO)c1cc(F)cc(F)c1. Starting materials: CCC(CCC1COC(C)(C)N1C(=O)OC(C)(C)C)c1cc(F)cc(F)c1, CCO, Cl. Reactants: C(C)(C)(C)OC(C(=O)OC)C=1N(C(C2=CC(=CC=C2C1C1=C(C=C(C=C1)C)C)C#C)=O)C (methyl 2-(tert-butoxy)-2-(4-(2,4-dimethylphenyl)-7-ethynyl-2-methyl-1-oxo-1,2-dihydroisoquinolin-3-yl)acetate), C(C)(=O)OCCN=[N+]=[N-] (2-azidoethyl acetate), O=C1C(O)=C(O)[C@H](O1)[C@@H](O)CO (ascorbic acid), crude residue, [OH-].[Li+] (lithium hydroxide). The reagents and catalysts are O.S(=O)(=O)([O-])[O-].[Cu+2] (copper sulfate monohydrate). Run in C(C)(=O)OCC (ethyl acetate), C(C)O (Ethanol), O (Water), CO (methanol), O1CCCC1 (tetrahydrofuran), O (water). Reaction conditions: temperature 60 celsius. Product: CC(C)(C)OC(C(=O)O)C=1N(C(C2=CC(=CC=C2C1C1=C(C=C(C=C1)C)C)C=1N=NN(C1)CCO)=O)C ([(1,1-dimethylethyl)oxy]{4-(2,4-dimethylphenyl)-7-[1-(2-hydroxyethyl)-1H-1,2,3-triazol-4-yl]-2-methyl-1-oxo-1,2-dihydro-3-isoquinolinyl}acetic acid). Reaction SMILES: [C:1]([O:5][CH:6]([C:11]1[N:12]([CH3:32])[C:13](=[O:31])[C:14]2[C:19]([C:20]=1[C:21]1[CH:26]=[CH:25][C:24]([CH3:27])=[CH:23][C:22]=1[CH3:28])=[CH:18][CH:17]=[C:16]([C:29]#[CH:30])[CH:15]=2)[C:7]([O:9]C)=[O:8])([CH3:4])([CH3:3])[CH3:2].C([O:36][CH2:37][CH2:38][N:39]=[N+:40]=[N-:41])(=O)C.O=C1O[C@H]([C@H](CO)O)C(O)=C1O.[OH-].[Li+]>C(O)C.O.C(OCC)(=O)C.CO.O1CCCC1.O.S([O-])([O-])(=O)=O.[Cu+2]>[CH3:4][C:1]([O:5][CH:6]([C:11]1[N:12]([CH3:32])[C:13](=[O:31])[C:14]2[C:19]([C:20]=1[C:21]1[CH:26]=[CH:25][C:24]([CH3:27])=[CH:23][C:22]=1[CH3:28])=[CH:18][CH:17]=[C:16]([C:29]1[N:41]=[N:40][N:39]([CH2:38][CH2:37][OH:36])[CH:30]=1)[CH:15]=2)[C:7]([OH:9])=[O:8])([CH3:2])[CH3:3] |f:3.4,10.11.12|. Reported procedure: A mixture of methyl 2-(tert-butoxy)-2-(4-(2,4-dimethylphenyl)-7-ethynyl-2-methyl-1-oxo-1,2-dihydroisoquinolin-3-yl)acetate (26.0 mg, 0.060 mmol), 2-azidoethyl acetate (10.11 mg, 0.078 mmol), ascorbic acid (2.123 mg, 0.012 mmol) and copper sulfate monohydrate (1.923 mg, 0.012 mmol) in Ethanol (1.2 mL) and Water (0.2 mL) was irradiated in the microwave at 120° C. for 10 minutes. The mixture was diluted with ethyl acetate, then washed with saturated sodium bicarbonate and brine. The organic phase w... Reactants: ClC=1C=C(C=CC1Cl)NN (3,4-dichlorophenylhydrazine), COC(CC(C)=O)OC (3-oxobutyraldehyde dimethyl acetal). Solvent: CCO (EtOH), O (H2O). The product is ClC=1C=C(C=CC1Cl)N1N=C(C=C1)C (1-(3,4-dichloro-phenyl)-3-methyl-1H-pyrazole). Isolated yield 66.3%. RXN SMILES: [Cl:1][C:2]1[CH:3]=[C:4]([NH:9][NH2:10])[CH:5]=[CH:6][C:7]=1[Cl:8].CO[CH:13](OC)[CH2:14][C:15](=O)[CH3:16]>CCO.O>[Cl:1][C:2]1[CH:3]=[C:4]([N:9]2[CH:13]=[CH:14][C:15]([CH3:16])=[N:10]2)[CH:5]=[CH:6][C:7]=1[Cl:8]. Procedure details: A solution of of 3,4-dichlorophenylhydrazine (4.27 g, 20.0 mmol) in EtOH (50 ml) and H2O (50 ml) was treated with 3-oxobutyraldehyde dimethyl acetal (2.64 g, 20.0 mmol) and refluxed for 1 h. The alcohol was removed in vacuo and the aqueous residue was extracted with AcOEt (2×150 ml). The organic phase was dried (Na2SO4), filtered and evaporated. The remaining oil was chromatographed [silica, elution with gradient hexane to 10% (hexane/AcOEt=1:1)] to obtain 3.01 g (66%) of 1-(3,4-dichloro-phenyl)... Starting materials: C(C)(=O)OC1=C(C=C(C=CC(=O)Cl)C=C1)OC (4-acetoxy-3-methoxycinnamoyl chloride), CC1CCNCC1 (4-methylpiperidine). The solvent is N1=CC=CC=C1 (pyridine). Yields the product C(C)(=O)OC1=C(C=C(C=CC(=O)N2CCC(CC2)C)C=C1)OC (1-(4-acetoxy-3-methoxycinnamoyl)-4-methylpiperidine). As a reaction SMILES: [C:1]([O:4][C:5]1[CH:15]=[CH:14][C:8]([CH:9]=[CH:10][C:11](Cl)=[O:12])=[CH:7][C:6]=1[O:16][CH3:17])(=[O:3])[CH3:2].[CH3:18][CH:19]1[CH2:24][CH2:23][NH:22][CH2:21][CH2:20]1>N1C=CC=CC=1>[C:1]([O:4][C:5]1[CH:15]=[CH:14][C:8]([CH:9]=[CH:10][C:11]([N:22]2[CH2:23][CH2:24][CH:19]([CH3:18])[CH2:20][CH2:21]2)=[O:12])=[CH:7][C:6]=1[O:16][CH3:17])(=[O:3])[CH3:2]. Procedure details: Using 5.09 g of 4-acetoxy-3-methoxycinnamoyl chloride, 2.4 ml of 4-methylpiperidine, and 100 ml of pyridine, a reaction similar to that conducted in Example 53 was carried out. As a result, 5.2 g of 1-(4-acetoxy-3-methoxycinnamoyl)-4-methylpiperidine (a compound of the present invention) was obtained as an orange-yellow oil, which had the following physiochemical properties: